Dataset: the Open Reaction Database (ORD), a public repository of structured organic reaction records. Task: describe an organic reaction: reactants, conditions, products, and yield Starting materials: Cc1c(I)cc(Cl)cc1NC(=O)OC(C)(C)C, ClCCl, O=C(O)C(F)(F)F. Yields the product Cc1c(N)cc(Cl)cc1I. As a reaction SMILES: [Cl:1][c:2]1[cH:3][c:4]([I:17])[c:5]([CH3:16])[c:6]([NH:8][C:9](=[O:10])[O:11][C:12]([CH3:13])([CH3:14])[CH3:15])[cH:7]1.[Cl:25][CH2:26][Cl:27].[OH:18][C:19]([C:20]([F:21])([F:22])[F:23])=[O:24]>>[Cl:1][c:2]1[cH:3][c:4]([I:17])[c:5]([CH3:16])[c:6]([NH2:8])[cH:7]1. Starting materials: C(=O)(O)[O-].[Na+] (NaHCO3), [O-][Mn](=O)(=O)=O.[K+] (KMnO4), COC1=C(C=CC(=C1)C)S(=O)(=O)N (2-Methoxy-4-methyl-benzenesulfonamide). Solvent: O (H2O). Product: COC=1C=C(C(=O)O)C=CC1S(N)(=O)=O (3-Methoxy-4-sulfamoyl-benzoic acid). Reaction SMILES: [CH3:1][O:2][C:3]1[CH:8]=[C:7](C)[CH:6]=[CH:5][C:4]=1[S:10]([NH2:13])(=[O:12])=[O:11].[C:14]([O-:17])(O)=[O:15].[Na+].[O-][Mn](=O)(=O)=O.[K+]>O>[CH3:1][O:2][C:3]1[CH:8]=[C:7]([CH:6]=[CH:5][C:4]=1[S:10](=[O:12])(=[O:11])[NH2:13])[C:14]([OH:17])=[O:15] |f:1.2,3.4|. Procedure: 2-Methoxy-4-methyl-benzenesulfonamide (201 mg, 1 mmol) was dissolved in H2O (10 mL). NaHCO3 (67 mg, 0.8 mmol) and KMnO4 (653 mg, 4.13 mmol) was added. The reaction mixture was stirred at reflux for 4 h. The reaction mixture was cooled to rt and filtered. the filtrate was acidified to pH=2 using conc. HCl. The precipitate was collected by filtration, washed with H2O affording the title compound as a white powder (117 mg). Reactants: S(N)(=O)(=O)C=1C=C(C(=O)O)C=C(C1OC1=CC=CC=C1)N (3-sulphamoyl-4-phenoxy-5-aminobenzoic acid), C(C(=O)C)CC(C)=O (acetonylacetone). Solvent: C(C)(=O)O (acetic acid). Yields the product S(N)(=O)(=O)C=1C=C(C(=O)O)C=C(C1OC1=CC=CC=C1)N1C(=CC=C1C)C (3-Sulphamoyl-4-phenoxy-5-(2,5-dimethyl-1-pyrrolyl)-benzoic acid). As a reaction SMILES: [S:1]([C:5]1[CH:6]=[C:7]([CH:11]=[C:12]([NH2:21])[C:13]=1[O:14][C:15]1[CH:20]=[CH:19][CH:18]=[CH:17][CH:16]=1)[C:8]([OH:10])=[O:9])(=[O:4])(=[O:3])[NH2:2].[CH2:22]([CH2:26][C:27](=O)[CH3:28])[C:23]([CH3:25])=O>C(O)(=O)C>[S:1]([C:5]1[CH:6]=[C:7]([CH:11]=[C:12]([N:21]2[C:27]([CH3:28])=[CH:26][CH:22]=[C:23]2[CH3:25])[C:13]=1[O:14][C:15]1[CH:20]=[CH:19][CH:18]=[CH:17][CH:16]=1)[C:8]([OH:10])=[O:9])(=[O:3])(=[O:4])[NH2:2]. Procedure: A mixture of 3-sulphamoyl-4-phenoxy-5-aminobenzoic acid (1.54 g=5 mmols; P. W. Feit, J. Med. Chem. 14, 432 (1971)), acetonylacetone (0.57 g=5 mmols) and 10 ml of glacial acetic acid is refluxed under N2 for 30 minutes, the red reaction solution is evaporated in vacuo and freed from residues of glacial acetic acid and water by adding benzene and evaporating azeotropically, the residue is dissolved in acetone, the solution is boiled with silica gel and filtered through a fine filter and the soluti... Reactants: FC1=C(CBr)C=CC=C1 (2-fluorobenzylbromide), [H-].[Na+] (sodium hydride), N1=CC(=CC=C1)C(=O)C1=CNC2=CC=CC=C2C1=O (3-(pyridine-3-carbonyl)-1H-quinolin-4-one). The solvent is CN(C=O)C (dimethylformamide). Product: FC1=C(CN2C=C(C(C3=CC=CC=C23)=O)C(=O)C=2C=NC=CC2)C=CC=C1 (1-(2-Fluoro-benzyl)-3-(pyridine-3-carbonyl)-1H-quinolin-4-one), colorless solid. RXN SMILES: [H-].[Na+].[N:3]1[CH:8]=[CH:7][CH:6]=[C:5]([C:9]([C:11]2[C:20](=[O:21])[C:19]3[C:14](=[CH:15][CH:16]=[CH:17][CH:18]=3)[NH:13][CH:12]=2)=[O:10])[CH:4]=1.[F:22][C:23]1[CH:30]=[CH:29][CH:28]=[CH:27][C:24]=1[CH2:25]Br>CN(C)C=O>[F:22][C:23]1[CH:30]=[CH:29][CH:28]=[CH:27][C:24]=1[CH2:25][N:13]1[C:14]2[C:19](=[CH:18][CH:17]=[CH:16][CH:15]=2)[C:20](=[O:21])[C:11]([C:9]([C:5]2[CH:4]=[N:3][CH:8]=[CH:7][CH:6]=2)=[O:10])=[CH:12]1 |f:0.1|. Procedure details: Compound 4ii was prepared following the procedure outlined in Step 3 of Example 1 using 16 mg (0.40 mmol) of sodium hydride (60%), 75 mg (0.30 mmol) of 3-(pyridine-3-carbonyl)-1H-quinolin-4-one, 3 mL of anhydrous dimethylformamide, and 75.6 mg (0.4 mmol) of 2-fluorobenzylbromide. The crude product was purified by flash chromatography to yield 35 mg of a colorless solid 4ii: LC-MSD, m/z for C22H15FN2O2, [M+H]+=359.4, [M+2H]+=360.4; Reverse phase HPLC (gradient acetonitrile 0.1% TFA 20-95% in 4 mi...